From a dataset of the Open Reaction Database (ORD), a public repository of structured organic reaction records. describe an organic reaction: reactants, conditions, products, and yield Starting materials: CC#N, COC(=O)C1CCCCC1, Cl, [NH2-], [Na], C1CCOC1. Product: N#CCC(=O)C1CCCCC1. As a reaction SMILES: [CH3:3][C:4]#[N:5].[CH3:6][O:7][C:8](=[O:9])[CH:10]1[CH2:11][CH2:12][CH2:13][CH2:14][CH2:15]1.[ClH:16].[NH2-:2].[Na:1].[O:17]1[CH2:18][CH2:19][CH2:20][CH2:21]1>>[CH2:3]([C:4]#[N:5])[C:8](=[O:7])[CH:10]1[CH2:11][CH2:12][CH2:13][CH2:14][CH2:15]1. Reactants: [H-].[Na+] (NaH), Cl (hydrochloric acid), C(C)OC=O (ethylformate), CC(C(C)=O)(C)C1=CC=CC=C1 (3-methyl-3-phenyl-2-butanone). The solvent is CCOCC (ether), C1=CC=CC=C1 (benzene), C1=CC=CC=C1 (benzene), C1=CC=CC=C1 (benzene). Reaction conditions: temperature 40 celsius, time 4 hour. Yields the product CC(C(CC=O)=O)(C)C1=CC=CC=C1 (4-Methyl-3-Oxo-4-Phenylpentanal). As a reaction SMILES: [H-].[Na+].[CH2:3]([O:5]C=O)[CH3:4].[CH3:8][C:9]([C:14]1[CH:19]=[CH:18][CH:17]=[CH:16][CH:15]=1)([CH3:13])[C:10](=[O:12])C.Cl>CCOCC.C1C=CC=CC=1>[CH3:13][C:9]([C:14]1[CH:19]=[CH:18][CH:17]=[CH:16][CH:15]=1)([CH3:8])[C:10](=[O:12])[CH2:4][CH:3]=[O:5] |f:0.1|. Procedure details: A mixture of 8.8 g. of 50% NaH oil dispersion in 150 ml. of dry benzene was treated at 25° C. with 13.6 g. of ethylformate in 20 ml. of dry benzene under N2. Over a period of a half hour, 14.9 g. of 3-methyl-3-phenyl-2-butanone in 80 ml. of dry benzene was added at 0° C. After stirring at 40° C. for 4 hours, the mixture was diluted with 250 ml. of ether, treated with ice and acidified with hydrochloric acid. The acidic solution ws extracted with ether and the ether extract was washed with brine,...